Dataset: the Open Reaction Database (ORD), a public repository of structured organic reaction records. Task: describe an organic reaction: reactants, conditions, products, and yield Reactants: C(C)O (ethanol), C(C)(=O)OCC (ethyl acetate), [N+](=O)([O-])C=1C=NC2=CC=CC=C2C1 (3-nitroquinoline), ( c ), [Sn](Cl)Cl (tin (II) chloride). Yields the product NC=1C=NC2=CC=CC=C2C1 (3-aminoquinoline), ( d ). RXN SMILES: [N+:1]([C:4]1[CH:5]=[N:6][C:7]2[C:12]([CH:13]=1)=[CH:11][CH:10]=[CH:9][CH:8]=2)([O-])=O.C(O)C.C(OCC)(=O)C.[Sn](Cl)Cl>[Pt]=O.[Pd].[Fe].[Zn].C(O)(=O)C.C1COCC1.CO>[NH2:1][C:4]1[CH:5]=[N:6][C:7]2[C:12]([CH:13]=1)=[CH:11][CH:10]=[CH:9][CH:8]=2. The reagents and catalysts are [Zn] (zinc), [Pd] (palladium/carbon), [Fe] (iron), [Pt]=O (platinum oxide). Run in C1CCOC1 (THF), CO (methanol), C(C)(=O)O (acetic acid). Procedure details: The 3-nitroquinoline derivative of the formula (c) is then catalytically reduced in an inert solvent such as ethanol, ethyl acetate, methanol or THF, using platinum oxide or palladium/carbon, or reduced by iron or zinc and acetic acid or tin (II) chloride, to give the 3-aminoquinoline derivative of the formula (d). The reactants are solution, [F-].C(CCC)[N+](CCCC)(CCCC)CCCC (tetra-n-butylammonium flouride), [Si](C)(C)(C(C)(C)C)OC[C@@H]1C=C[C@@H](O1)N1C=NC=2C(N)=NC=NC12 (5'-O-tert-butyldimethylsilyl-2',3'-didehydro-2',3'-dideoxyadenosine). Solvent: C1CCOC1 (THF), C1CCOC1 (THF). Run at time 40 minute. Yields the product [C@@H]1(C=C[C@@H](CO)O1)N1C=NC=2C(N)=NC=NC12 (2',3'-Didehydro-2',3'-dideoxyadenosine). Yield: 86.8%. RXN SMILES: [Si]([O:8][CH2:9][C@H:10]1[O:14][C@@H:13]([N:15]2[C:24]3[N:23]=[CH:22][N:21]=[C:19]([NH2:20])[C:18]=3[N:17]=[CH:16]2)[CH:12]=[CH:11]1)(C(C)(C)C)(C)C.[F-].C([N+](CCCC)(CCCC)CCCC)CCC>C1COCC1>[C@@H:13]1([N:15]2[C:24]3[N:23]=[CH:22][N:21]=[C:19]([NH2:20])[C:18]=3[N:17]=[CH:16]2)[O:14][C@H:10]([CH2:9][OH:8])[CH:11]=[CH:12]1 |f:1.2|. Reported procedure: To a solution of 16 (3.79 g, 10.92 mmol) in dry THF (40 mL), cooled in an ice-bath, was added 22 ml of a 1M solution of tetra-n-butylammonium flouride in THF (22 mL, 22.0 mmol). The mixture was stirred for 40 minutes at room temperature and concentrated. The resulting yellow syrupy residue was purified by chromatography on a silica gel column using a gradient of 3-5% methanol in CHCl3. Evaporation of the appropriate fractions yielded 2.21 g (86%) of 7: mp 184°-186° C. (methanol); 1H NMR (DMSO-d6...